Dataset: the Open Reaction Database (ORD), a public repository of structured organic reaction records. Task: describe an organic reaction: reactants, conditions, products, and yield The reactants are C(C)[C@@H]1C/C(/C[C@@H]1C1=NN=C2N1C1=C(N=C2)NC=C1)=C\C(=O)OCC ((E)-ethyl 2-((cis)-3-ethyl-4-(6H-pyrrolo[2,3-e][1,2,4]triazolo[4,3-a]pyrazin-1-yl)cyclopentylidene)acetate). The reagents and catalysts are [OH-].[OH-].[Pd+2] (Pd(OH)2 on carbon). The solvent is C1CCOC1 (THF), C1CCOC1 (THF). Reaction conditions: time 3 day. Yields the product C(C)[C@@H]1C[C@H](C[C@@H]1C1=NN=C2N1C1=C(N=C2)NC=C1)CC(=O)OCC (ethyl 2-((1R,3R,4S)-3-ethyl-4-(6H-pyrrolo[2,3-e][1,2,4]triazolo[4,3-a]pyrazin-1-yl)cyclopentyl)acetate). The yield is 30.6%. RXN SMILES: [CH2:1]([C@H:3]1[C@@H:7]([C:8]2[N:12]3[C:13]4[CH:19]=[CH:18][NH:17][C:14]=4[N:15]=[CH:16][C:11]3=[N:10][N:9]=2)[CH2:6]/[C:5](=[CH:20]/[C:21]([O:23][CH2:24][CH3:25])=[O:22])/[CH2:4]1)[CH3:2]>C1COCC1.[OH-].[OH-].[Pd+2]>[CH2:1]([C@H:3]1[C@@H:7]([C:8]2[N:12]3[C:13]4[CH:19]=[CH:18][NH:17][C:14]=4[N:15]=[CH:16][C:11]3=[N:10][N:9]=2)[CH2:6][C@H:5]([CH2:20][C:21]([O:23][CH2:24][CH3:25])=[O:22])[CH2:4]1)[CH3:2] |f:2.3.4|. Procedure: To a slurry of 20 wt % Pd(OH)2 on carbon (0.134 g, 0.192 mmol) in THF (20 mL) was added a solution of (E)-ethyl 2-((cis)-3-ethyl-4-(6H-pyrrolo[2,3-e][1,2,4]triazolo[4,3-a]pyrazin-1-yl)cyclopentylidene)acetate (1.3 g, 3.83 mmol, Example #38, Step G) in THF (5 mL). The reaction mixture was sparged with hydrogen and an atmosphere of hydrogen was maintained via balloon. After about 3 days, the reaction mixture was filtered through Celite®, concd under reduced pressure and purified by flash chromatog... As a reaction SMILES: [Al+3:15].[CH2:20]1[O:21][CH2:22][CH2:23][CH2:24]1.[Cl:1][c:2]1[c:3]([O:12][CH3:13])[cH:4][c:5]([C:6](=[O:7])[O:8][CH3:9])[cH:10][cH:11]1.[Cl:25][CH2:26][Cl:27].[H-:14].[H-:17].[H-:18].[H-:19].[Li+:16]>>[Cl:1][c:2]1[c:3]([O:12][CH3:13])[cH:4][c:5]([CH2:6][OH:7])[cH:10][cH:11]1. Yields the product COc1cc(CO)ccc1Cl. Starting materials: [Al+3], C1CCOC1, COC(=O)c1ccc(Cl)c(OC)c1, ClCCl, [H-], [H-], [H-], [H-], [Li+].